From a dataset of the Open Reaction Database (ORD), a public repository of structured organic reaction records. describe an organic reaction: reactants, conditions, products, and yield The reactants are O (Water), C1(=CC=CC=C1)N1C(NN=C1)=O (4-phenyl-2,4-dihydro[1,2,4]triazol-3-one), BrCCCBr (1,3-dibromopropane), [H-].[Na+] (sodium hydride). Run in CN(C=O)C (N,N-dimethylformamide), C(C)(=O)OCC (ethyl acetate). Conditions: time 4 hour. Yields the product BrCCCN1N=CN(C1=O)C1=CC=CC=C1 (2-(3-Bromopropyl)-4-phenyl-2,4-dihydro[1,2,4]triazol-3-one). RXN SMILES: [C:1]1([N:7]2[CH:11]=[N:10][NH:9][C:8]2=[O:12])[CH:6]=[CH:5][CH:4]=[CH:3][CH:2]=1.[Br:13][CH2:14][CH2:15][CH2:16]Br.[H-].[Na+].O>CN(C)C=O.C(OCC)(=O)C>[Br:13][CH2:14][CH2:15][CH2:16][N:9]1[C:8](=[O:12])[N:7]([C:1]2[CH:2]=[CH:3][CH:4]=[CH:5][CH:6]=2)[CH:11]=[N:10]1 |f:2.3|. Reported procedure: After dissolving 4-phenyl-2,4-dihydro[1,2,4]triazol-3-one (CAS 1008-30-6) (1.00 g) and 1,3-dibromopropane (1.89 ml) in N,N-dimethylformamide (15 ml), sodium hydride (60% in oil) (273 mg) was added and the mixture was stirred at room temperature for 4 hours. Water was added to the reaction mixture, and extraction was performed with ethyl acetate. The organic layer was washed with water and brine in that order and then dried over anhydrous magnesium sulfate. After filtration, the solvent was disti...